describe an organic reaction: reactants, conditions, products, and yield From a dataset of the Open Reaction Database (ORD), a public repository of structured organic reaction records. Reactants: C(C1=CC=CC=C1)OC=1C=C(C=CC1)C(C1=NC=CN=C1Cl)NC(=O)C1CCC1 (Cyclobutanecarboxylic Acid [(3-benzyloxy-phenyl)-(3-chloro-pyrazin-2-yl)-methyl]Amide), C(C1=CC=CC=C1)OC=1C=C(C=CC1)C(C1=NC=CN=C1Cl)NC(=O)C1CCC1 (Cyclobutanecarboxylic Acid [(3-benzyloxy-phenyl)-(3-chloro-pyrazin-2-yl)-methyl]Amide), C1(CCC1)C(=O)O (cyclobutanecarboxylic acid). Yields the product C(C1=CC=CC=C1)OC=1C=C(C=CC1)C(C1=NC=CN=C1Cl)NC(=O)C1CCCCCC1 (Cycloheptane carboxylic acid [(3-benzyloxy-phenyl)-(3-chloro-pyrazin-2-yl)-methyl]-amide). As a reaction SMILES: [CH2:1]([O:8][C:9]1[CH:10]=[C:11]([CH:15]([NH:23][C:24]([CH:26]2[CH2:29][CH2:28][CH2:27]2)=[O:25])[C:16]2[C:21]([Cl:22])=[N:20][CH:19]=[CH:18][N:17]=2)[CH:12]=[CH:13][CH:14]=1)[C:2]1[CH:7]=[CH:6][CH:5]=[CH:4][CH:3]=1.[CH:30]1(C(O)=O)[CH2:33]C[CH2:31]1>>[CH2:1]([O:8][C:9]1[CH:10]=[C:11]([CH:15]([NH:23][C:24]([CH:26]2[CH2:29][CH2:28][CH2:33][CH2:30][CH2:31][CH2:27]2)=[O:25])[C:16]2[C:21]([Cl:22])=[N:20][CH:19]=[CH:18][N:17]=2)[CH:12]=[CH:13][CH:14]=1)[C:2]1[CH:3]=[CH:4][CH:5]=[CH:6][CH:7]=1. Procedure: Cycloheptane carboxylic acid [(3-benzyloxy-phenyl)-(3-chloro-pyrazin-2-yl)-methyl]-amide (compound of Formula II where R1=cycloheptyl and Q1=Ph-(3-OBn)) was prepared according to the procedures described for the synthesis of cyclobutanecarboxylic acid [(3-benzyloxy-phenyl)-(3-chloro-pyrazin-2-yl)-methyl]amide (compound of Formula III where R1=cyclobutyl and Q1=Ph-(3-OBn)) above except for the substitution of cycloheptane carboxylic acid for cyclobutanecarboxylic acid; MS (ES) 450.2 (M+1), 452.2 ... Starting materials: ClC(c1ccccc1)(c1ccccc1)c1ccccc1, CCCCCCCCCCCCCCc1ccc(OCC(O)CO)c(CCCCCC)c1, ClC(Cl)Cl, c1ccncc1. Yields the product CCCCCCCCCCCCCCc1ccc(OCC(O)COC(c2ccccc2)(c2ccccc2)c2ccccc2)c(CCCCCC)c1. Reaction SMILES: [C:33]([c:34]1[cH:35][cH:36][cH:37][cH:38][cH:39]1)([c:40]1[cH:41][cH:42][cH:43][cH:44][cH:45]1)([c:46]1[cH:47][cH:48][cH:49][cH:50][cH:51]1)[Cl:52].[CH2:1]([CH2:2][CH2:3][CH2:4][CH2:5][CH3:6])[c:7]1[c:8]([O:9][CH2:10][CH:11]([CH2:12][OH:13])[OH:14])[cH:15][cH:16][c:17]([CH2:19][CH2:20][CH2:21][CH2:22][CH2:23][CH2:24][CH2:25][CH2:26][CH2:27][CH2:28][CH2:29][CH2:30][CH2:31][CH3:32])[cH:18]1.[CH:59]([Cl:60])([Cl:61])[Cl:62].[cH:53]1[cH:54][cH:55][n:56][cH:57][cH:58]1>>[CH2:1]([CH2:2][CH2:3][CH2:4][CH2:5][CH3:6])[c:7]1[c:8]([O:9][CH2:10][CH:11]([CH2:12][O:13][C:33]([c:34]2[cH:35][cH:36][cH:37][cH:38][cH:39]2)([c:40]2[cH:41][cH:42][cH:43][cH:44][cH:45]2)[c:46]2[cH:47][cH:48][cH:49][cH:50][cH:51]2)[OH:14])[cH:15][cH:16][c:17]([CH2:19][CH2:20][CH2:21][CH2:22][CH2:23][CH2:24][CH2:25][CH2:26][CH2:27][CH2:28][CH2:29][CH2:30][CH2:31][CH3:32])[cH:18]1. Reactants: Nc1ccccc1Br, CCN(C(C)C)C(C)C, CC#N, CNc1nc(SC)ncc1C(C)Cl, [I-], [Na+], O. Yields the product CNc1nc(SC)ncc1C(C)Nc1ccccc1Br. Reaction SMILES: [Br:16][c:17]1[c:18]([NH2:19])[cH:20][cH:21][cH:22][cH:23]1.[CH2:24]([N:25]([CH:26]([CH3:27])[CH3:28])[CH:29]([CH3:30])[CH3:31])[CH3:32].[CH3:33][C:34]#[N:35].[Cl:1][CH:2]([CH3:3])[c:4]1[c:5]([NH:12][CH3:13])[n:6][c:7]([S:10][CH3:11])[n:8][cH:9]1.[I-:15].[Na+:14].[OH2:36]>>[CH:2]([CH3:3])([c:4]1[c:5]([NH:12][CH3:13])[n:6][c:7]([S:10][CH3:11])[n:8][cH:9]1)[NH:19][c:18]1[c:17]([Br:16])[cH:23][cH:22][cH:21][cH:20]1. The reactants are CCO, CCn1c(=O)c(N=O)c(N)n2nc(COCc3ccc(OC)cc3)nc12, N, [Na+], [Na+], O, O=S([O-])S(=O)[O-]. The product is CCn1c(=O)c(N)c(N)n2nc(COCc3ccc(OC)cc3)nc12. RXN SMILES: [CH3:28][CH2:29][OH:30].[NH2:1][c:2]1[c:3]([N:25]=[O:26])[c:4](=[O:24])[n:5]([CH2:22][CH3:23])[c:6]2[n:7]1[n:8][c:9]([CH2:11][O:12][CH2:13][c:14]1[cH:15][cH:16][c:17]([O:20][CH3:21])[cH:18][cH:19]1)[n:10]2.[NH3:27].[Na+:37].[Na+:38].[OH2:39].[S:31]([S:32]([O-:33])=[O:34])([O-:35])=[O:36]>>[NH2:1][c:2]1[c:3]([NH2:25])[c:4](=[O:24])[n:5]([CH2:22][CH3:23])[c:6]2[n:7]1[n:8][c:9]([CH2:11][O:12][CH2:13][c:14]1[cH:15][cH:16][c:17]([O:20][CH3:21])[cH:18][cH:19]1)[n:10]2.